This data is from the Open Reaction Database (ORD), a public repository of structured organic reaction records. The task is: describe an organic reaction: reactants, conditions, products, and yield Starting materials: [BH4-], O=C1CCN(Cc2ccccc2)CC1C(F)(F)F, CO, [Na+]. The product is OC1CCN(Cc2ccccc2)CC1C(F)(F)F. As a reaction SMILES: [BH4-:1].[CH2:3]([c:4]1[cH:5][cH:6][cH:7][cH:8][cH:9]1)[N:10]1[CH2:11][CH:12]([C:17]([F:18])([F:19])[F:20])[C:13](=[O:16])[CH2:14][CH2:15]1.[CH3:21][OH:22].[Na+:2]>>[CH2:3]([c:4]1[cH:5][cH:6][cH:7][cH:8][cH:9]1)[N:10]1[CH2:11][CH:12]([C:17]([F:18])([F:19])[F:20])[CH:13]([OH:16])[CH2:14][CH2:15]1. Starting materials: Brc1cccs1, C1CCOC1, [Cl-], Cl[Cu], Fc1ccc(CCl)cc1, I, [NH4+]. Product: Fc1ccc(Cc2cccs2)cc1. Reaction SMILES: [Br:1][c:2]1[s:3][cH:4][cH:5][cH:6]1.[CH2:19]1[O:20][CH2:21][CH2:22][CH2:23]1.[Cl-:17].[Cu:24][Cl:25].[F:8][c:9]1[cH:10][cH:11][c:12]([CH2:13][Cl:14])[cH:15][cH:16]1.[I:7].[NH4+:18]>>[c:2]1([CH2:13][c:12]2[cH:11][cH:10][c:9]([F:8])[cH:16][cH:15]2)[s:3][cH:4][cH:5][cH:6]1.